From a dataset of the Open Reaction Database (ORD), a public repository of structured organic reaction records. describe an organic reaction: reactants, conditions, products, and yield The reactants are ClC=1C(=CC=C2C=CC(=NC12)C)O (8-chloro-2-methylquinolin-7-ol), C([O-])([O-])=O.[K+].[K+] (potassium carbonate), BrCCOC (1-bromo-2-methoxyethane). Solvent: CC(=O)C (acetone). Yields the product ClC=1C(=CC=C2C=CC(=NC12)C)OCCOC (8-chloro-7-(2-methoxyethoxy)-2-methylquinoline). As a reaction SMILES: [Cl:1][C:2]1[C:3]([OH:13])=[CH:4][CH:5]=[C:6]2[C:11]=1[N:10]=[C:9]([CH3:12])[CH:8]=[CH:7]2.C(=O)([O-])[O-].[K+].[K+].Br[CH2:21][CH2:22][O:23][CH3:24]>CC(C)=O>[Cl:1][C:2]1[C:3]([O:13][CH2:21][CH2:22][O:23][CH3:24])=[CH:4][CH:5]=[C:6]2[C:11]=1[N:10]=[C:9]([CH3:12])[CH:8]=[CH:7]2 |f:1.2.3|. Procedure: 8-chloro-2-methylquinolin-7-ol (80 mg, 0.41 mmol), potassium carbonate (171 mg, 1.2 mmol) and 1-bromo-2-methoxyethane (115 mg, 0.83 mmol) in acetone (10 mL) were stirred at 70° C. in a sealed tube for 20 hours. After dilution with water (50 mL) the reaction was extracted with DCM. The DCM phases were concentrated under reduced pressure and the residue purified by reverse phase chromatography (SP4, 25M, eluting with a gradient of water/ACN 100:0 to 0:100, 20 column volumes) to yield 8-chloro-7-(2...